Task: describe an organic reaction: reactants, conditions, products, and yield. Dataset: the Open Reaction Database (ORD), a public repository of structured organic reaction records Yields the product C(C)(=O)O.NC1=NC(=NC2=CC(=C(C=C12)OC)OC)N1CCN(CC1)C(=O)C1COC2=C(O1)C=CC=C2 (1-(4-amino-6,7-dimethoxy-2-quinazolinyl)-4-[(2,3-dihydro-1,4-benzodioxin-2-yl)carbonyl]piperazine acetate). Reactants: NC1=NC(=NC2=CC(=C(C=C12)OC)OC)N1CCN(CC1)C(=O)C1COC2=C(O1)C=CC=C2 (1-(4-amino-6,7-dimethoxy-2-quinazolinyl)-4-[(2,3-dihydro-1,4-benzodioxin-2-yl)carbonyl]piperazine), C(C)(=O)O (acetic acid). Procedure: reacting the base 1-(4-amino-6,7-dimethoxy-2-quinazolinyl)-4-[(2,3-dihydro-1,4-benzodioxin-2-yl)carbonyl]piperazine with acetic acid to afford 1-(4-amino-6,7-dimethoxy-2-quinazolinyl)-4-[(2,3-dihydro-1,4-benzodioxin-2-yl)carbonyl]piperazine acetate, optionally in an organic solvent; As a reaction SMILES: [NH2:1][C:2]1[C:11]2[C:6](=[CH:7][C:8]([O:14][CH3:15])=[C:9]([O:12][CH3:13])[CH:10]=2)[N:5]=[C:4]([N:16]2[CH2:21][CH2:20][N:19]([C:22]([CH:24]3[O:29][C:28]4[CH:30]=[CH:31][CH:32]=[CH:33][C:27]=4[O:26][CH2:25]3)=[O:23])[CH2:18][CH2:17]2)[N:3]=1.[C:34]([OH:37])(=[O:36])[CH3:35]>>[C:34]([OH:37])(=[O:36])[CH3:35].[NH2:1][C:2]1[C:11]2[C:6](=[CH:7][C:8]([O:14][CH3:15])=[C:9]([O:12][CH3:13])[CH:10]=2)[N:5]=[C:4]([N:16]2[CH2:17][CH2:18][N:19]([C:22]([CH:24]3[O:29][C:28]4[CH:30]=[CH:31][CH:32]=[CH:33][C:27]=4[O:26][CH2:25]3)=[O:23])[CH2:20][CH2:21]2)[N:3]=1 |f:2.3|. The reactants are OC=1C=C(C(C=O)=CC1O)O (4,5-dihydroxy-salicylaldehyde), CC1(OC(=O)CC(=O)O1)C (Meldrum's acid). Run in O (H2O). Conditions: temperature 75 celsius, time 2 hour. Yields the product OC=1C=C2C=C(C(OC2=CC1O)=O)C(=O)O (6,7-dihydroxy-3-carboxy-coumarin). Yield: 87.8%. Reaction SMILES: [OH:1][C:2]1[CH:3]=[C:4]([OH:11])[C:5](=[CH:8][C:9]=1[OH:10])[CH:6]=O.CC1(C)O[C:18](=[O:19])[CH2:17][C:15](=[O:16])[O:14]1>O>[OH:10][C:9]1[CH:8]=[C:5]2[C:4](=[CH:3][C:2]=1[OH:1])[O:11][C:18](=[O:19])[C:17]([C:15]([OH:16])=[O:14])=[CH:6]2. Reported procedure: 4,5-dihydroxy-salicylaldehyde (213.0 mg, 1.39 mmol) and Meldrum's acid (200 mg, 1.39 mmol) were combined in H2O (2 mL). The solution was stirred at 75° C. for 2 h. After cooling to room temperature, the precipitate was filtered and dried at suction to give 271.0 mg of 6,7-dihydroxy-3-carboxy-coumarin in an 88% yield.